This data is from the Open Reaction Database (ORD), a public repository of structured organic reaction records. The task is: describe an organic reaction: reactants, conditions, products, and yield Reactants: CS(=O)(=O)Cl (Methanesulfonyl chloride), C(C1=CC=CC=C1)OC1=CC=C(C=C1)O (4-(Benzyloxy)phenol), TEA. Solvent: C(Cl)Cl (DCM). Yields the product CS(=O)(=O)OC1=CC=C(C=C1)OCC1=CC=CC=C1 (4-(Benzyloxy)phenyl methanesulfonate). Yield: 95.7%. Reaction SMILES: [CH2:1]([O:8][C:9]1[CH:14]=[CH:13][C:12]([OH:15])=[CH:11][CH:10]=1)[C:2]1[CH:7]=[CH:6][CH:5]=[CH:4][CH:3]=1.[CH3:16][S:17](Cl)(=[O:19])=[O:18]>C(Cl)Cl>[CH3:16][S:17]([O:15][C:12]1[CH:11]=[CH:10][C:9]([O:8][CH2:1][C:2]2[CH:3]=[CH:4][CH:5]=[CH:6][CH:7]=2)=[CH:14][CH:13]=1)(=[O:19])=[O:18]. Procedure details: 4-(Benzyloxy)phenol (4.00 g, 19.98 mmol) was dissolved in dry DCM (80 mL) under nitrogen atmosphere and cooled in an ice-water bath. Methanesulfonyl chloride (2.75 g, 23.97 mmol) was added during stirring followed by TEA (3.03 g, 29.96 mmol). The reaction mixture was stirred at rt for 2 h and then washed with saturated aqueous NaHCO3, dried (MgSO4), filtered and evaporated affording the title compound (5.32 g, 95.6%). 1H NMR (500 MHz, CDCl3): δ 3.13 (s, 3H), 5.08 (s, 2H), 7.01 (m, 2H), 7.23 (m, ... The reactants are CC(=O)SCC(C(=O)NC(CC(=O)O)CC(C)C)C(F)(F)F, CCCCCC, CCOC(C)=O, CO, CC(=O)O, [NH4+], [OH-], O. Yields the product CC(C)CC(CC(=O)O)NC(=O)C(CS)C(F)(F)F. As a reaction SMILES: [C:1](=[O:2])([CH3:3])[S:4][CH2:5][CH:6]([C:7](=[O:8])[NH:9][CH:10]([CH2:11][C:12](=[O:13])[OH:14])[CH2:15][CH:16]([CH3:17])[CH3:18])[C:19]([F:20])([F:21])[F:22].[CH3:25][CH2:26][CH2:27][CH2:28][CH2:29][CH3:30].[CH3:31][CH2:32][O:33][C:34](=[O:35])[CH3:36].[CH3:38][OH:39].[CH3:40][C:41](=[O:42])[OH:43].[NH4+:23].[OH-:24].[OH2:37]>>[SH:4][CH2:5][CH:6]([C:7](=[O:8])[NH:9][CH:10]([CH2:11][C:12](=[O:13])[OH:14])[CH2:15][CH:16]([CH3:17])[CH3:18])[C:19]([F:20])([F:21])[F:22].